From a dataset of the Open Reaction Database (ORD), a public repository of structured organic reaction records. describe an organic reaction: reactants, conditions, products, and yield The reactants are CCS(=O)(=O)c1ccc(F)c(Cl)c1, O=C(O)Cc1cc(O)cc(F)c1. Yields the product CCS(=O)(=O)c1ccc(Oc2cc(F)cc(CC(=O)O)c2)c(Cl)c1. As a reaction SMILES: [CH2:13]([CH3:14])[S:15](=[O:16])(=[O:17])[c:18]1[cH:19][c:20]([Cl:25])[c:21]([F:24])[cH:22][cH:23]1.[F:1][c:2]1[cH:3][c:4]([CH2:9][C:10](=[O:11])[OH:12])[cH:5][c:6]([OH:8])[cH:7]1>>[F:1][c:2]1[cH:3][c:4]([CH2:9][C:10](=[O:11])[OH:12])[cH:5][c:6]([O:8][c:21]2[c:20]([Cl:25])[cH:19][c:18]([S:15]([CH2:13][CH3:14])(=[O:16])=[O:17])[cH:23][cH:22]2)[cH:7]1.